From a dataset of the Open Reaction Database (ORD), a public repository of structured organic reaction records. describe an organic reaction: reactants, conditions, products, and yield Reactants: C1CCOC1, CCCCCCS, Clc1nccnc1Cl, [H-], [Na+]. Yields the product CCCCCCSc1nccnc1Cl. As a reaction SMILES: [CH2:18]1[O:19][CH2:20][CH2:21][CH2:22]1.[CH2:1]([CH2:2][CH2:3][CH2:4][CH2:5][CH3:6])[SH:7].[Cl:10][c:11]1[n:12][cH:13][cH:14][n:15][c:16]1[Cl:17].[H-:8].[Na+:9]>>[CH2:1]([CH2:2][CH2:3][CH2:4][CH2:5][CH3:6])[S:7][c:16]1[c:11]([Cl:10])[n:12][cH:13][cH:14][n:15]1. Starting materials: [Al+3], O=C([O-])C(O)C(O)C(=O)[O-], C1CCOC1, O=C(O)C1CN(C(c2ccccc2)c2ccccc2)C1, [H-], [H-], [H-], [H-], [K+], [Li+], [Na+], O. The product is OCC1CN(C(c2ccccc2)c2ccccc2)C1. RXN SMILES: [Al+3:22].[C:28]([CH:29]([CH:30]([C:31]([O-:32])=[O:33])[OH:34])[OH:35])([O-:36])=[O:37].[CH2:40]1[O:41][CH2:42][CH2:43][CH2:44]1.[CH:1]([c:2]1[cH:3][cH:4][cH:5][cH:6][cH:7]1)([c:8]1[cH:9][cH:10][cH:11][cH:12][cH:13]1)[N:14]1[CH2:15][CH:16]([C:18](=[O:19])[OH:20])[CH2:17]1.[H-:21].[H-:24].[H-:25].[H-:26].[K+:38].[Li+:23].[Na+:39].[OH2:27]>>[CH:1]([c:2]1[cH:3][cH:4][cH:5][cH:6][cH:7]1)([c:8]1[cH:9][cH:10][cH:11][cH:12][cH:13]1)[N:14]1[CH2:15][CH:16]([CH2:18][OH:19])[CH2:17]1.